From a dataset of the Open Reaction Database (ORD), a public repository of structured organic reaction records. describe an organic reaction: reactants, conditions, products, and yield The reactants are solution, Cl (HCl), O1CCOCC1 (1,4-dioxane), C(C)(C)(C)OC(=O)N1CC(C(CC1)OC1=C(C=CC=C1)C(=O)N1CC=2C(=C3N=C(C(=C(N3N2)C)Cl)C)C1)F (4-[2-(6-chloro-5,7-dimethyl-1H,3H-2,4,7a,8-tetraaza-cyclopenta[a]indene-2-carbonyl)-phenoxy]-3-fluoro-piperidine-1-carboxylic acid tert-butyl ester). Conditions: time 16 hour. Product: Cl.ClC1=C(N2N=C3C(=C2N=C1C)CN(C3)C(=O)C3=C(C=CC=C3)OC3C(CNCC3)F)C ((6-chloro-5,7-dimethyl-1H,3H-2,4,7a,8-tetraaza-cyclopenta[a]inden-2-yl)-[2-(3-fluoro-piperidin-4-yloxy)-phenyl]-methanone hydrochloride). Isolated yield 201.0%. Reaction SMILES: Cl.O1CCOCC1.C(OC([N:15]1[CH2:20][CH2:19][CH:18]([O:21][C:22]2[CH:27]=[CH:26][CH:25]=[CH:24][C:23]=2[C:28]([N:30]2[CH2:44][C:33]3=[C:34]4[N:39]([N:40]=[C:32]3[CH2:31]2)[C:38]([CH3:41])=[C:37]([Cl:42])[C:36]([CH3:43])=[N:35]4)=[O:29])[CH:17]([F:45])[CH2:16]1)=O)(C)(C)C>>[ClH:42].[Cl:42][C:37]1[C:36]([CH3:43])=[N:35][C:34]2[N:39]([N:40]=[C:32]3[CH2:31][N:30]([C:28]([C:23]4[CH:24]=[CH:25][CH:26]=[CH:27][C:22]=4[O:21][CH:18]4[CH2:19][CH2:20][NH:15][CH2:16][CH:17]4[F:45])=[O:29])[CH2:44][C:33]3=2)[C:38]=1[CH3:41] |f:3.4|. Procedure details: A 4M solution of HCl in 1,4-dioxane (10 mL; 400 mmol; 136 eq.) was added to a solution of 4-[2-(6-chloro-5,7-dimethyl-1H,3H-2,4,7a,8-tetraaza-cyclopenta[a]indene-2-carbonyl)-phenoxy]-3-fluoro-piperidine-1-carboxylic acid tert-butyl ester (160 mg; 0.29 mmol; 1 eq.) and the reaction mixture was stirred at room temperature for 16 hours then concentrated in vacuo. The residue was triturated in Et2O and concentrated to dryness to afford the title compound (140 mg, 99%) as a pale yellow solid. UPLC/MS...